This data is from the Open Reaction Database (ORD), a public repository of structured organic reaction records. The task is: describe an organic reaction: reactants, conditions, products, and yield Reactants: COC(C1=CC=C(C=C1)COC1=CC=C(C=C1)C(C)=O)=O (4-[[(4-acetyl) phenoxy]methyl]benzoic acid methyl ester), C[Si]([N-][Si](C)(C)C)(C)C.[Li+] (lithium hexamethyldisilazide), Cl[Si](C)(C)C (chlorotrimethylsilane), diethyl ester, C1(=CC=CC=C1)CCSC(C(=O)O)C(=O)O ([(2-phenylethyl) thio]propanedioic acid), ( 40 ), ( 100 ), ( 19 ), [K+].[Br-] (KBr). The product is COC(C1=CC=C(C=C1)COC1=CC=C(C=C1)C1=CC(=C(C(O1)=O)SCCC1=CC=CC=C1)O)=O (4-[[4-[4-hydroxy-2-oxo-3-[(2-phenylethyl)thio]-2H-pyran-6-yl]phenoxy]methyl]benzoic acid methyl ester). Reaction SMILES: [CH3:1][O:2][C:3](=[O:21])[C:4]1[CH:9]=[CH:8][C:7]([CH2:10][O:11][C:12]2[CH:17]=[CH:16][C:15]([C:18](=[O:20])[CH3:19])=[CH:14][CH:13]=2)=[CH:6][CH:5]=1.C[Si](C)(C)[N-][Si](C)(C)C.[Li+].Cl[Si](C)(C)C.[C:37]1([CH2:43][CH2:44][S:45][CH:46]([C:50](O)=[O:51])[C:47](O)=[O:48])[CH:42]=[CH:41][CH:40]=[CH:39][CH:38]=1.[K+].[Br-]>>[CH3:1][O:2][C:3](=[O:21])[C:4]1[CH:5]=[CH:6][C:7]([CH2:10][O:11][C:12]2[CH:13]=[CH:14][C:15]([C:18]3[O:20][C:47](=[O:48])[C:46]([S:45][CH2:44][CH2:43][C:37]4[CH:42]=[CH:41][CH:40]=[CH:39][CH:38]=4)=[C:50]([OH:51])[CH:19]=3)=[CH:16][CH:17]=2)=[CH:8][CH:9]=1 |f:1.2,5.6|. Procedure: The title compound was prepared by Method A using 4-[[(4-acetyl) phenoxy]methyl]benzoic acid methyl ester (2.0 g, 7.04 mmol), lithium hexamethyldisilazide (2.36 g, 14.08 mmol), chlorotrimethylsilane (2.38 g, 14.08 mmol) and diethyl ester of [(2-phenylethyl) thio]propanedioic acid (1.0 g, 3.05 mmol). m.p. 157-158° C.; 1H NMR (400 MHz, DMSO-d6) δ2.78 (t, 2 H), 2.97 (t, 2 H), 3.86 (s, 2 H), 5.31 (s, 2 H), 6.67 (s, 1 H), 7.17 (q, 4 H), 7.25 (m, 3 H), 7.61 (d, 2 H), 7.78 (d, 2H), 8.0 (d, 2H); IR (KBr... Starting materials: C([O-])([O-])=O.[K+].[K+] (potassium carbonate), C(C)(=O)N1C(NC(=C(C1C1=C(C=CC(=C1)[N+](=O)[O-])OC(C)=O)C(=O)OCC)C)=O (Ethyl 3-acetyl-1,2,3,4-tetrahydro-4-(2-acetoxy-5-nitrophenyl)-6-methyl-2-oxo-5-pyrimidine carboxylate), [Cl-].[NH4+] (ammonium chloride). The solvent is C(C)O (ethanol). Reaction conditions: time 18 hour. The product is C(C)(=O)N1C(NC(=C(C1C1=C(C=CC(=C1)[N+](=O)[O-])O)C(=O)OCC)C)=O (Ethyl 3-acetyl-1,2,3,4-tetrahydro-4-(2-hydroxy-5-nitrophenyl)-6-methyl-2-oxo-5-pyrimidinecarboxylate). As a reaction SMILES: [C:1]([N:4]1[CH:9]([C:10]2[CH:15]=[C:14]([N+:16]([O-:18])=[O:17])[CH:13]=[CH:12][C:11]=2[O:19]C(=O)C)[C:8]([C:23]([O:25][CH2:26][CH3:27])=[O:24])=[C:7]([CH3:28])[NH:6][C:5]1=[O:29])(=[O:3])[CH3:2].C(=O)([O-])[O-].[K+].[K+].[Cl-].[NH4+]>C(O)C>[C:1]([N:4]1[CH:9]([C:10]2[CH:15]=[C:14]([N+:16]([O-:18])=[O:17])[CH:13]=[CH:12][C:11]=2[OH:19])[C:8]([C:23]([O:25][CH2:26][CH3:27])=[O:24])=[C:7]([CH3:28])[NH:6][C:5]1=[O:29])(=[O:3])[CH3:2] |f:1.2.3,4.5|. Procedure details: To a suspension of the Compound 1a (1.03 g) in ethanol (60 mL) at ambient temperature was added potassium carbonate (2.0 g). After stirring for 18 hours, to the reaction mixture was added saturated aqueous ammonium chloride. The reaction mixture was then extracted with methylene chloride and the combined organic extracts were dried over anhydrous sodium sulfate and filtered. The filtrate was concentrated in vacuo and the residue purified by flash chromatography on silica gel eluted with methanol... Starting materials: [Al], CC(=O)[O-], O=C1OC(=O)c2cc(Cl)c(Cl)cc21, COC1CCN(C(=O)c2cc(CC(=O)O)ccc2F)CC1, [Na+]. Yields the product COC1CCN(C(=O)c2cc(C=C3OC(=O)c4cc(Cl)c(Cl)cc43)ccc2F)CC1. Reaction SMILES: [Al:40].[CH3:36][C:37](=[O:38])[O-:39].[Cl:1][c:2]1[cH:3][c:4]2[c:8]([cH:9][c:10]1[Cl:11])[C:7](=[O:12])[O:6][C:5]2=[O:13].[F:14][c:15]1[c:16]([C:25](=[O:26])[N:27]2[CH2:28][CH2:29][CH:30]([O:33][CH3:34])[CH2:31][CH2:32]2)[cH:17][c:18]([CH2:21][C:22]([OH:23])=[O:24])[cH:19][cH:20]1.[Na+:35]>>[Cl:1][c:2]1[cH:3][c:4]2[c:8]([cH:9][c:10]1[Cl:11])[C:7](=[CH:21][c:18]1[cH:17][c:16]([C:25](=[O:26])[N:27]3[CH2:28][CH2:29][CH:30]([O:33][CH3:34])[CH2:31][CH2:32]3)[c:15]([F:14])[cH:20][cH:19]1)[O:6][C:5]2=[O:13]. As a reaction SMILES: [CH2:40]1[O:41][CH2:42][CH2:43][CH2:44]1.[CH:31]([N:32]([CH2:33][CH3:34])[CH:35]([CH3:36])[CH3:37])([CH3:38])[CH3:39].[NH2:12][c:13]1[cH:14][c:15]2[c:16]([n:17][cH:18]1)[CH2:19][C:20]1([CH2:21]2)[C:22](=[O:30])[NH:23][c:24]2[n:25][cH:26][cH:27][cH:28][c:29]21.[OH:1][C:2](=[O:3])[CH2:4][CH2:5][c:6]1[cH:7][cH:8][cH:9][cH:10][cH:11]1>>[C:2](=[O:3])([CH2:4][CH2:5][c:6]1[cH:7][cH:8][cH:9][cH:10][cH:11]1)[NH:12][c:13]1[cH:14][c:15]2[c:16]([n:17][cH:18]1)[CH2:19][C:20]1([CH2:21]2)[C:22](=[O:30])[NH:23][c:24]2[n:25][cH:26][cH:27][cH:28][c:29]21. Starting materials: C1CCOC1, CCN(C(C)C)C(C)C, Nc1cnc2c(c1)CC1(C2)C(=O)Nc2ncccc21, O=C(O)CCc1ccccc1. Yields the product O=C(CCc1ccccc1)Nc1cnc2c(c1)CC1(C2)C(=O)Nc2ncccc21. Starting materials: CC1=CC=C(C=C1)C(C)=O (p-Methyl acetophenone), C(C)OC(C(F)(F)F)=O (Ethyltrifluoroacetate). The product is CC1=CC=C(C=C1)C(CC(C(F)(F)F)=O)=O (1-(4-Methylphenyl)-4,4,4-trifluorobutane-1,3-dione). Reaction SMILES: [CH3:1][C:2]1[CH:7]=[CH:6][C:5]([C:8](=[O:10])[CH3:9])=[CH:4][CH:3]=1.C([O:13][C:14](=O)[C:15]([F:18])([F:17])[F:16])C>>[CH3:1][C:2]1[CH:7]=[CH:6][C:5]([C:8](=[O:10])[CH2:9][C:14](=[O:13])[C:15]([F:18])([F:17])[F:16])=[CH:4][CH:3]=1. Procedure details: In the step 2, the p-Methyl acetophenone was condensed with Ethyltrifluoroacetate under alkaline conditions to give the 1-(4-Methylphenyl)-4,4,4-trifluorobutane-1,3-dione intermediate. Reactants: C(C)(=O)OCC1=C(C=C(C=C1N1C(C=2N(C=3CCCCC3C2)CC1)=O)F)N1C(C=2N(C=3CCCCC3C2)CC1)=O (4-fluoro-2-(1-oxo-3,4,6,7,8,9-hexahydropyrazino[1,2-a]indol-2(1H)-yl)-6-(1-oxo-3,4,6,7,8,9-hexahydropyrazino[1,2-a]indol-2(1H)-yl)benzyl acetate), BrC=1C=C(C(N(C1)C)=O)NC1=NN(C(=C1)COC)C (5-Bromo-3-(5-(methoxymethyl)-1-methyl-1H-pyrazol-3-ylamino)-1-methylpyridin-2(1H)-one), C(=O)([O-])[O-].[Na+].[Na+] (Na2CO3). Reagents/catalysts: C1=CC=C(C=C1)P([C-]2C=CC=C2)C3=CC=CC=C3.C1=CC=C(C=C1)P([C-]2C=CC=C2)C3=CC=CC=C3.Cl[Pd]Cl.[Fe+2] (Pd(dppf)Cl2). The solvent is CN(C)C=O (DMF). Reaction conditions: temperature 110 celsius. Product: C(C)(=O)OCC1=C(C=C(C=C1N1C(C=2N(C=3CCCCC3C2)CC1)=O)F)C1=CN(C(C(=C1)NC1=NN(C(=C1)COC)C)=O)C (4-Fluoro-2-(5-(5-(methoxymethyl)-1-methyl-1H-pyrazol-3-ylamino)-1-methyl-6-oxo-1,6-dihydropyridin-3-yl)-6-(1-oxo-3,4,6,7,8,9-hexahydropyrazino[1,2-a]indol-2(1H)-yl)benzyl Acetate). Yield: 55.3%. RXN SMILES: [C:1]([O:4][CH2:5][C:6]1[C:11]([N:12]2[CH2:24][CH2:23][N:15]3[C:16]4[CH2:17][CH2:18][CH2:19][CH2:20][C:21]=4[CH:22]=[C:14]3[C:13]2=[O:25])=[CH:10][C:9]([F:26])=[CH:8][C:7]=1N1CCN2C3CCCCC=3C=C2C1=O)(=[O:3])[CH3:2].Br[C:42]1[CH:43]=[C:44]([NH:50][C:51]2[CH:55]=[C:54]([CH2:56][O:57][CH3:58])[N:53]([CH3:59])[N:52]=2)[C:45](=[O:49])[N:46]([CH3:48])[CH:47]=1.C([O-])([O-])=O.[Na+].[Na+]>CN(C=O)C.C1C=CC(P(C2C=CC=CC=2)[C-]2C=CC=C2)=CC=1.C1C=CC(P(C2C=CC=CC=2)[C-]2C=CC=C2)=CC=1.Cl[Pd]Cl.[Fe+2]>[C:1]([O:4][CH2:5][C:6]1[C:11]([N:12]2[CH2:24][CH2:23][N:15]3[C:20]4[CH2:19][CH2:18][CH2:17][CH2:16][C:21]=4[CH:22]=[C:14]3[C:13]2=[O:25])=[CH:10][C:9]([F:26])=[CH:8][C:7]=1[C:42]1[CH:43]=[C:44]([NH:50][C:51]2[CH:55]=[C:54]([CH2:56][O:57][CH3:58])[N:53]([CH3:59])[N:52]=2)[C:45](=[O:49])[N:46]([CH3:48])[CH:47]=1)(=[O:3])[CH3:2] |f:2.3.4,6.7.8.9|. Reported procedure: A sealed tube was charged with the mixture of 4-fluoro-2-(1-oxo-3,4,6,7,8,9-hexahydropyrazino[1,2-a]indol-2(1H)-yl)-6-(4,4,5,5-tetramethyl-1,3,2-dioxaborolan-2-yl)benzyl acetate 210d (230 mg, 0.48 mmol), 5-bromo-3-(5-(methoxymethyl)-1-methyl-1H-pyrazol-3-ylamino)-1-methylpyridin-2(1H)-one 176c (156 mg, 0.48 mmol), Pd(dppf)Cl2 (39 mg, 0.048 mmol), Na2CO3 (101 mg, 0.96 mmol) in DMF (18 mL). The system was evacuated and then refilled with N2. And the reaction mixture was heated at 110° C. for 2 h. ... As a reaction SMILES: [Br:1][c:2]1[c:3](=[O:10])[n:4]([CH3:9])[cH:5][c:6]([Br:8])[cH:7]1.[CH2:32]([O:33][C:34](=[O:35])[CH3:36])[CH3:37].[CH3:11][c:12]1[cH:13][c:14]([NH2:17])[n:15][o:16]1.[Na+:25].[O-:18][c:19]1[cH:20][cH:21][cH:22][cH:23][cH:24]1.[O:26]1[CH2:27][CH2:28][O:29][CH2:30][CH2:31]1.[O:40]=[C:41]([CH:42]=[CH:43][c:44]1[cH:45][cH:46][cH:47][cH:48][cH:49]1)[CH:50]=[CH:51][c:52]1[cH:53][cH:54][cH:55][cH:56][cH:57]1.[O:58]=[C:59]([CH:60]=[CH:61][c:62]1[cH:63][cH:64][cH:65][cH:66][cH:67]1)[CH:68]=[CH:69][c:70]1[cH:71][cH:72][cH:73][cH:74][cH:75]1.[O:76]=[C:77]([CH:78]=[CH:79][c:80]1[cH:81][cH:82][cH:83][cH:84][cH:85]1)[CH:86]=[CH:87][c:88]1[cH:89][cH:90][cH:91][cH:92][cH:93]1.[Pd:38].[Pd:39]>>[c:2]1([NH:17][c:14]2[cH:13][c:12]([CH3:11])[o:16][n:15]2)[c:3](=[O:10])[n:4]([CH3:9])[cH:5][c:6]([Br:8])[cH:7]1. The product is Cc1cc(Nc2cc(Br)cn(C)c2=O)no1. Reactants: Cn1cc(Br)cc(Br)c1=O, CCOC(C)=O, Cc1cc(N)no1, [Na+], [O-]c1ccccc1, C1COCCO1, O=C(C=Cc1ccccc1)C=Cc1ccccc1, O=C(C=Cc1ccccc1)C=Cc1ccccc1, O=C(C=Cc1ccccc1)C=Cc1ccccc1, [Pd], [Pd]. Reactants: C1=CC=C(C=C1)/C=C/CO[C@H]2[C@@H]([C@H]([C@@H]([C@H](O2)CO)O)O)O (rosin), OCC(CO)(CO)CO (pentaerythritol). Run at temperature 220 celsius, time 1 hour. The product is C1=CC=C(C=C1)/C=C/CO[C@H]2[C@@H]([C@H]([C@@H]([C@H](O2)CO)O)O)O.OCC(CO)(CO)CO (rosin PE). Reaction SMILES: [CH:1]1[CH:6]=[CH:5][C:4](/[CH:7]=[CH:8]/[CH2:9][O:10][C@@H:11]2[O:16][C@H:15]([CH2:17][OH:18])[C@@H:14]([OH:19])[C@H:13]([OH:20])[C@H:12]2[OH:21])=[CH:3][CH:2]=1.[OH:22][CH2:23][C:24]([CH2:29][OH:30])([CH2:27][OH:28])[CH2:25][OH:26]>>[CH:1]1[CH:2]=[CH:3][C:4](/[CH:7]=[CH:8]/[CH2:9][O:10][C@@H:11]2[O:16][C@H:15]([CH2:17][OH:18])[C@@H:14]([OH:19])[C@H:13]([OH:20])[C@H:12]2[OH:21])=[CH:5][CH:6]=1.[OH:22][CH2:23][C:24]([CH2:29][OH:30])([CH2:27][OH:28])[CH2:25][OH:26] |f:2.3|. Reported procedure: To a suitable reactor are introduced 500 parts of WW rosin which is then heated under nitrogen to 220° C. Thereafter, 67.5 parts of technical pentaerythritol (PE) are added. The temperature is next raised to between 270° C. and 275° C., and stirred for one hour, at which time the acid number is found to be equal to 103. A catalyst, namely, 0.25 part of p-touenesulfonic acid is then added to the reaction mixture. The reaction temperature is maintained for a total of 11 hours at 275° C. At the end...